Dataset: the Open Reaction Database (ORD), a public repository of structured organic reaction records. Task: describe an organic reaction: reactants, conditions, products, and yield Run in C(Cl)Cl (CH2Cl2). Reaction conditions: time 2 hour. The reactants are CCN(C(C)C)C(C)C (i-Pr2NEt), C(C)S(=O)(=O)Cl (EtSO2Cl), Cl.C1(CC1)CC1(CCNCC1)C#N (4-(cyclopropylmethyl)piperidine-4-carbonitrile hydrochloride). RXN SMILES: Cl.[CH:2]1([CH2:5][C:6]2([C:12]#[N:13])[CH2:11][CH2:10][NH:9][CH2:8][CH2:7]2)[CH2:4][CH2:3]1.CCN(C(C)C)C(C)C.[CH2:23]([S:25](Cl)(=[O:27])=[O:26])[CH3:24]>C(Cl)Cl>[CH:2]1([CH2:5][C:6]2([C:12]#[N:13])[CH2:7][CH2:8][N:9]([S:25]([CH2:23][CH3:24])(=[O:27])=[O:26])[CH2:10][CH2:11]2)[CH2:4][CH2:3]1 |f:0.1|. Yields the product C1(CC1)CC1(CCN(CC1)S(=O)(=O)CC)C#N (4-(cyclopropylmethyl)-1-(ethylsulfonyl)piperidine-4-carbonitrile). Procedure: A suspension of 4-(cyclopropylmethyl)piperidine-4-carbonitrile hydrochloride (I-3, 2.5 g, 12.5 mmol) in CH2Cl2 (130 mL) at 0° C. was treated with i-Pr2NEt (8.7 mL, 50 mmol) and EtSO2Cl (1.8 mL, 18.7 mmol) dropwise. After 2 h, the reaction was quenched with the addition of 1 M aqueous NaOH (40 mL) and stirred 18 h before being extracted with CH2Cl2 (3×50 mL). The combined organic extracts were dried (Na2SO4) and concentrated under reduced pressure to afford 4-(cyclopropylmethyl)-1-(ethylsulfonyl)... Reactants: C(C)(=O)C=1C=CC(=C(C1)C1=CC2=C(CCN(CC2)C(=O)OC(C)(C)C)C=C1)OCC1=NC=CC(=C1)Cl (1,1-dimethylethyl 7-(5-acetyl-2-{[(4-chloro-2-pyridinyl)methyl]oxy}phenyl)-1,2,4,5-tetrahydro-3H-3-benzazepine-3-carboxylate), CC(C)([O-])C.[K+] (Potassium tert-butoxide), O (Water). The solvent is C(C)O (ethanol). Conditions: time 1.5 hour. The product is C(C)(=O)C=1C=CC(=C(C1)C1=CC2=C(CCN(CC2)C(=O)OC(C)(C)C)C=C1)OCC1=NC=CC(=C1)OCC (1,1-dimethylethyl 7-[5-acetyl-2-({[4-(ethyloxy)-2-pyridinyl]methyl}oxy)phenyl]-1,2,4,5-tetrahydro-3H-3-benzazepine-3-carboxylate). Reaction SMILES: [CH3:1][C:2](C)([O-:4])C.[K+].[C:7]([C:10]1[CH:11]=[CH:12][C:13]([O:34][CH2:35][C:36]2[CH:41]=[C:40](Cl)[CH:39]=[CH:38][N:37]=2)=[C:14]([C:16]2[CH:33]=[CH:32][C:19]3[CH2:20][CH2:21][N:22]([C:25]([O:27][C:28]([CH3:31])([CH3:30])[CH3:29])=[O:26])[CH2:23][CH2:24][C:18]=3[CH:17]=2)[CH:15]=1)(=[O:9])[CH3:8].O>C(O)C>[C:7]([C:10]1[CH:11]=[CH:12][C:13]([O:34][CH2:35][C:36]2[CH:41]=[C:40]([O:4][CH2:2][CH3:1])[CH:39]=[CH:38][N:37]=2)=[C:14]([C:16]2[CH:33]=[CH:32][C:19]3[CH2:20][CH2:21][N:22]([C:25]([O:27][C:28]([CH3:31])([CH3:30])[CH3:29])=[O:26])[CH2:23][CH2:24][C:18]=3[CH:17]=2)[CH:15]=1)(=[O:9])[CH3:8] |f:0.1|. Procedure: Potassium tert-butoxide (0.132 g) in ethanol (4 ml) was stirred for 15 min before adding 1,1-dimethylethyl 7-(5-acetyl-2-{[(4-chloro-2-pyridinyl)methyl]oxy}phenyl)-1,2,4,5-tetrahydro-3H-3-benzazepine-3-carboxylate, (0.4 g) and this was heated in a microwave at 110 C. for 1.5 h. Water (20 ml) was added to the cooled mixture and this was extracted with DCM (2×30 ml). The combined organics were washed with brine, dried over sodium sulphate and concentrated in vacuo. The crude product was purified t... Reactants: CC(=O)[O-], CC(=O)[O-], CCC(CC)(c1ccc(C#CC2(O[Si](C)(C)C)CCCC2)c(C)c1)c1ccc(B2OC(C)(C)C(C)(C)O2)c(C)c1, COC(=O)Cc1ccc(Cl)cc1F, Cc1ccccc1, COc1cccc(OC)c1-c1ccccc1P(C1CCCCC1)C1CCCCC1, [K+], [K+], [K+], O, O=P([O-])([O-])[O-], [Pd+2]. Product: CCC(CC)(c1ccc(C#CC2(O[Si](C)(C)C)CCCC2)c(C)c1)c1ccc(-c2ccc(CC(=O)OC)c(F)c2)c(C)c1. As a reaction SMILES: [C:104]([O-:105])(=[O:106])[CH3:107].[C:99]([O-:100])(=[O:101])[CH3:102].[CH2:51]([CH3:52])[C:53]([CH2:54][CH3:55])([c:56]1[cH:57][c:58]([CH3:74])[c:59]([C:62]#[C:63][C:64]2([O:69][Si:70]([CH3:71])([CH3:72])[CH3:73])[CH2:65][CH2:66][CH2:67][CH2:68]2)[cH:60][cH:61]1)[c:75]1[cH:76][c:77]([CH3:90])[c:78]([B:81]2[O:82][C:83]([CH3:84])([CH3:85])[C:86]([CH3:87])([CH3:88])[O:89]2)[cH:79][cH:80]1.[CH3:38][O:39][C:40]([CH2:41][c:42]1[c:43]([F:49])[cH:44][c:45]([Cl:48])[cH:46][cH:47]1)=[O:50].[CH3:92][c:93]1[cH:94][cH:95][cH:96][cH:97][cH:98]1.[CH:1]1([P:2]([CH:3]2[CH2:4][CH2:5][CH2:6][CH2:7][CH2:8]2)[c:9]2[cH:10][cH:11][cH:12][cH:13][c:14]2-[c:15]2[c:16]([O:17][CH3:18])[cH:19][cH:20][cH:21][c:22]2[O:23][CH3:24])[CH2:25][CH2:26][CH2:27][CH2:28][CH2:29]1.[K+:35].[K+:36].[K+:37].[OH2:91].[P:30]([O-:31])([O-:32])([O-:33])=[O:34].[Pd+2:103]>>[CH3:38][O:39][C:40]([CH2:41][c:42]1[c:43]([F:49])[cH:44][c:45](-[c:78]2[c:77]([CH3:90])[cH:76][c:75]([C:53]([CH2:51][CH3:52])([CH2:54][CH3:55])[c:56]3[cH:57][c:58]([CH3:74])[c:59]([C:62]#[C:63][C:64]4([O:69][Si:70]([CH3:71])([CH3:72])[CH3:73])[CH2:65][CH2:66][CH2:67][CH2:68]4)[cH:60][cH:61]3)[cH:80][cH:79]2)[cH:46][cH:47]1)=[O:50]. The reactants are [Br-], COC(=O)CC(=O)OC, O=C([O-])[O-], CCCC[N+](CCCC)(CCCC)CCCC, ClCCCl, [K+], [K+], O. Product: COC(=O)C1(C(=O)OC)CC1. Reaction SMILES: [Br-:20].[C:11]([CH2:12][C:13](=[O:14])[O:15][CH3:16])(=[O:17])[O:18][CH3:19].[C:5](=[O:6])([O-:7])[O-:8].[CH3:21][CH2:22][CH2:23][CH2:24][N+:25]([CH2:26][CH2:27][CH2:28][CH3:29])([CH2:30][CH2:31][CH2:32][CH3:33])[CH2:34][CH2:35][CH2:36][CH3:37].[Cl:1][CH2:2][CH2:3][Cl:4].[K+:10].[K+:9].[OH2:38]>>[CH2:2]1[CH2:3][C:12]1([C:11](=[O:17])[O:18][CH3:19])[C:13](=[O:14])[O:15][CH3:16]. The reactants are OC1C(C(C(C1)O)CC=CCCCC(=O)OC)COC(NC1=CC=CC=C1)=O (Methyl 7-[3,5Dihydroxy-2-phenylcarbamoyloxymethylcyclopentyl]hept-5-enoate), C(C1=CC=CC=C1)NC(=S)OCC1C(C(CC1OC1OCCCC1)OC1OCCCC1)CC=CCCCC(=O)OC (Methyl 7-[2-Benzylthiocarbamoyloxymethyl-3,5bis(tetrahydropyran-2-yloxy)cyclopentyl]hept-5-enoate), C1(=CC=C(C=C1)S(=O)(=O)[O-])C.[NH+]1=CC=CC=C1 (pyridinium p-toluenesulfonate). The product is C(C1=CC=CC=C1)NC(=S)OCC1C(C(CC1O)O)CC=CCCCC(=O)OC (Methyl 7-[2-Benzylthiocarbamoyloxymethyl-3,5-dihydroxycyclopentyl]-hept-5-enoate). Yield: 89.9%. As a reaction SMILES: OC1CC(O)C(CC=CCCCC(OC)=O)C1COC(=O)NC1C=CC=CC=1.[CH2:29]([NH:36][C:37]([O:39][CH2:40][CH:41]1[CH:45]([O:46]C2CCCCO2)[CH2:44][CH:43]([O:53]C2CCCCO2)[CH:42]1[CH2:60][CH:61]=[CH:62][CH2:63][CH2:64][CH2:65][C:66]([O:68][CH3:69])=[O:67])=[S:38])[C:30]1[CH:35]=[CH:34][CH:33]=[CH:32][CH:31]=1.C1(C)C=CC(S([O-])(=O)=O)=CC=1.[NH+]1C=CC=CC=1>>[CH2:29]([NH:36][C:37]([O:39][CH2:40][CH:41]1[CH:45]([OH:46])[CH2:44][CH:43]([OH:53])[CH:42]1[CH2:60][CH:61]=[CH:62][CH2:63][CH2:64][CH2:65][C:66]([O:68][CH3:69])=[O:67])=[S:38])[C:30]1[CH:31]=[CH:32][CH:33]=[CH:34][CH:35]=1 |f:2.3|. Procedure details: According to the procedures described for 3a the reaction of bis-THP ether 2c (3 80.3 mg, 0.65 mmol) and pyridinium p-toluenesulfonate (200 mg, 0.78 mmol) afforded 246.4 mg (91%) of the title compound after purification by flash column chromatography (silica gel, 1:1 hexane/EtOAc). Reactants: ClC1=C2C(=C(C=NC2=CC(=C1)Cl)C(=O)OCC)O (5,7-dichloro-3-carboethoxy-4-hydroxyquinoline), [OH-].[Na+] (sodium hydroxide), [OH-].[K+] (potassium hydroxide), C([O-])([O-])=O.[Na+].[Na+] (sodium carbonate), C([O-])([O-])=O.[K+].[K+] (potassium carbonate). Yields the product ClC1=C2C(=C(C=NC2=CC(=C1)Cl)C(=O)O)O (5,7-dichloro-4-hydroxyquinoline-3-carboxylic acid). RXN SMILES: [Cl:1][C:2]1[CH:11]=[C:10]([Cl:12])[CH:9]=[C:8]2[C:3]=1[C:4]([OH:18])=[C:5]([C:13]([O:15]CC)=[O:14])[CH:6]=[N:7]2.C(=O)([O-])[O-].[Na+].[Na+].C(=O)([O-])[O-].[K+].[K+].[OH-].[Na+].[OH-].[K+]>>[Cl:1][C:2]1[CH:11]=[C:10]([Cl:12])[CH:9]=[C:8]2[C:3]=1[C:4]([OH:18])=[C:5]([C:13]([OH:15])=[O:14])[CH:6]=[N:7]2 |f:1.2.3,4.5.6,7.8,9.10|. Procedure details: reacting 5,7-dichloro-3-carboethoxy-4-hydroxyquinoline with a base selected from the group consisting of sodium carbonate, potassium carbonate, sodium hydroxide, and potassium hydroxide, to obtain a salt of 5,7-dichloro-4-hydroxyquinoline-3-carboxylic acid, Starting materials: [Na] (sodium), C(C)(=O)C1C(C2CCC2C1=O)=O (3-acetyl-bicyclo[3.2.0]heptane-2,4-dione). The solvent is Cl (HCl). Product: C12C(CC(C2CC1)=O)=O (Bicyclo[3.2.0]heptane-2,4-dione). RXN SMILES: [Na].C([CH:5]1[C:11](=[O:12])[CH:10]2[CH:7]([CH2:8][CH2:9]2)[C:6]1=[O:13])(=O)C>Cl>[CH:7]12[CH2:8][CH2:9][CH:10]1[C:11](=[O:12])[CH2:5][C:6]2=[O:13] |^1:0|. Procedure: The sodium salt of 3-acetyl-bicyclo[3.2.0]heptane-2,4-dione (Example 50a; 3.2 g; 17.2 mmol) is dissolved in 2N HCl (90 ml) and refluxed for 7 hours, evaporated to dryness, taken up in CH2Cl2 and purified via chromatography (SiO2; eluents: CH2Cl2followed by TBME then TBME/EtOH 95:5) to deliver the title compound as yellow crystals (1.1 g; 51%). Starting materials: CO, C1CCOC1, CC(C)C=C(c1cccc(-n2cccn2)c1)c1cc2cccnc2[nH]1. Yields the product CC(C)CC(c1cccc(-n2cccn2)c1)c1cc2cccnc2[nH]1. Reaction SMILES: [CH3:31][OH:32].[O:26]1[CH2:27][CH2:28][CH2:29][CH2:30]1.[n:1]1(-[c:6]2[cH:7][c:8]([C:12](=[CH:13][CH:14]([CH3:15])[CH3:16])[c:17]3[cH:18][c:19]4[c:20]([n:21][cH:22][cH:23][cH:24]4)[nH:25]3)[cH:9][cH:10][cH:11]2)[n:2][cH:3][cH:4][cH:5]1>>[n:1]1(-[c:6]2[cH:7][c:8]([CH:12]([CH2:13][CH:14]([CH3:15])[CH3:16])[c:17]3[cH:18][c:19]4[c:20]([n:21][cH:22][cH:23][cH:24]4)[nH:25]3)[cH:9][cH:10][cH:11]2)[n:2][cH:3][cH:4][cH:5]1. Reactants: O=C[C@H](O)[C@@H](O)[C@H](O)[C@H](O)CO (glucose), S(O)(O)(=O)=O (sulfuric acid), OC1=C(C=C(C=C1)C(C)(C)C)N1N=C2C(=[N+]1[O-])C=CC=C2 (2-(2'-hydroxy-5'-t-butylphenyl)benzotriazole-N-oxide), C1=CC=CC=2CC3=CC=CC=C3C(C12)=O (anthrone). Reagents/catalysts: C1=CC=CC=2C3=CC=CC=C3C(C12)=O (9-fluorenone). Run at time 6 hour. The product is OC1=C(C=C(C=C1)C(C)(C)C)N1N=C2C(=N1)C=CC=C2 (2-(2'-hydroxy-5'-t-butylphenyl)benzotriazole). Reaction SMILES: O=C[C@@H]([C@H]([C@@H]([C@@H](CO)O)O)O)O.[OH:13][C:14]1[CH:19]=[CH:18][C:17]([C:20]([CH3:23])([CH3:22])[CH3:21])=[CH:16][C:15]=1[N:24]1[N+:28]([O-])=[C:27]2[CH:30]=[CH:31][CH:32]=[CH:33][C:26]2=[N:25]1.C1C2C(=O)C3C(=CC=CC=3)CC=2C=CC=1.S(=O)(=O)(O)O>C1C2C(=O)C3C(=CC=CC=3)C=2C=CC=1>[OH:13][C:14]1[CH:19]=[CH:18][C:17]([C:20]([CH3:23])([CH3:22])[CH3:21])=[CH:16][C:15]=1[N:24]1[N:28]=[C:27]2[CH:30]=[CH:31][CH:32]=[CH:33][C:26]2=[N:25]1. Reported procedure: 9-fluorenone 0.7 g was then added to the reaction liquor thus obtained, and the liquor was heated to 55°~60° C. Thereafter, glucose 6.0 g was added to the reaction liquor over 30 minutes, and the reaction was conducted at 75° C. (boiling point) for 6 hours. As this result, the N-oxide disappeared, thus Process (c) being completed. Thereafter, pH of the reaction liquor was made to 8 with 62% sulfuric acid 19.0 g to precipitate a crystal. The precipitated crystal was separated by filtration, and t...